Task: describe an organic reaction: reactants, conditions, products, and yield. Dataset: the Open Reaction Database (ORD), a public repository of structured organic reaction records Reactants: ClC1=CC=C(C=C1)[C@@H](C)N1C(=NC2=C1C(CCC2)CC(=O)OCC2=CC=CC=C2)C(C)C (Phenylmethyl [1-[(1R)-1-(4-chlorophenyl)ethyl]-2-(1-methylethyl)-4,5,6,7-tetrahydro-1H-benzimidazol-7-yl]acetate), [OH-].[Na+] (NaOH). Procedure: Intermediate 69 (147 mg) was dissolved in Methanol (4 mL). NaOH (2 mL) was added to the stirred reaction mixture as a 3.3 N aqueous soln and the reaction mixture stirred at room temperature. After stirring overnight, LCMS of the reaction mixture demonstrated full consumption of the starting material and the formation of the desired acid product. The reaction mixture was conc in vacuo and taken up in acetonitrile/water. The soln was taken to pH4-5 by the addition of 2 M aqueous HCl and loaded ont... Reaction SMILES: [Cl:1][C:2]1[CH:7]=[CH:6][C:5]([C@H:8]([N:10]2[C:14]3[CH:15]([CH2:19][C:20]([O:22]CC4C=CC=CC=4)=[O:21])[CH2:16][CH2:17][CH2:18][C:13]=3[N:12]=[C:11]2[CH:30]([CH3:32])[CH3:31])[CH3:9])=[CH:4][CH:3]=1.[OH-].[Na+]>CO>[NH3:10].[Cl:1][C:2]1[CH:7]=[CH:6][C:5]([C@H:8]([N:10]2[C:14]3[CH:15]([CH2:19][C:20]([OH:22])=[O:21])[CH2:16][CH2:17][CH2:18][C:13]=3[N:12]=[C:11]2[CH:30]([CH3:32])[CH3:31])[CH3:9])=[CH:4][CH:3]=1 |f:1.2,4.5|. The solvent is CO (Methanol). Yields the product ammonium salt, N.ClC1=CC=C(C=C1)[C@@H](C)N1C(=NC2=C1C(CCC2)CC(=O)O)C(C)C ([1-[(1R)-1-(4-chlorophenyl)ethyl]-2-(1-methylethyl)-4,5,6,7-tetrahydro-1H-benzimidazol-7-yl]acetic acid ammonia salt). Reactants: C1(=CC=CC=C1)C(Cl)(C1=CC=CC=C1)C1=CC=CC=C1 (triphenylchloromethane), C(=CC)OCC1CNCCO1 (2-(1-propenyloxymethyl)morpholine), Cl (hydrochloric acid), C(O)([O-])=O.[Na+] (sodium hydrogencarbonate), alcohol. The solvent is CC(=O)C.O (acetone water), C(Cl)Cl (methylene chloride), C(C)N(CC)CC (Triethylamine). Reaction conditions: time 2 hour. The product is OCC1CN(CCO1)C(C1=CC=CC=C1)(C1=CC=CC=C1)C1=CC=CC=C1 (2-hydroxymethyl-4-tritylmorpholine). The yield is 64.2%. Reaction SMILES: C([O:4][CH2:5][CH:6]1[O:11][CH2:10][CH2:9][NH:8][CH2:7]1)=CC.Cl.[C:13]1([C:19]([C:27]2[CH:32]=[CH:31][CH:30]=[CH:29][CH:28]=2)([C:21]2[CH:26]=[CH:25][CH:24]=[CH:23][CH:22]=2)Cl)[CH:18]=[CH:17][CH:16]=[CH:15][CH:14]=1.C(=O)([O-])O.[Na+]>CC(C)=O.O.C(Cl)Cl.C(N(CC)CC)C>[OH:4][CH2:5][CH:6]1[O:11][CH2:10][CH2:9][N:8]([C:19]([C:13]2[CH:18]=[CH:17][CH:16]=[CH:15][CH:14]=2)([C:27]2[CH:28]=[CH:29][CH:30]=[CH:31][CH:32]=2)[C:21]2[CH:22]=[CH:23][CH:24]=[CH:25][CH:26]=2)[CH2:7]1 |f:3.4,5.6|. Procedure: The crude 2-(1-propenyloxymethyl)morpholine (32.7 g) was dissolved in an acetone-water (9:1) mixed solvent containing 2.0N hydrochloric acid, followed by heating under reflux for 4 hours. After completion of the reaction, the solvent was evaporated to obtain a crude alcohol compound (41.8 g) as a pale yellow oily substance. Triethylamine (145 ml) was added dropwise to a methylene chloride solution (300 ml) of the crude alcohol compound (41.8 g) under ice-cooling, and triphenylchloromethane (41.5...